describe an organic reaction: reactants, conditions, products, and yield From a dataset of the Open Reaction Database (ORD), a public repository of structured organic reaction records. Reactants: Br, FC(F)(F)CC(F)(F)C(F)(F)OCC1(COC(F)(F)C(F)(F)CC(F)(F)F)COC1. Yields the product OCC(CBr)(COC(F)(F)C(F)(F)CC(F)(F)F)COC(F)(F)C(F)(F)CC(F)(F)F. Reaction SMILES: [BrH:31].[F:1][C:2]([C:3]([O:4][CH2:5][C:6]1([CH2:10][O:11][C:12]([C:13]([CH2:14][C:15]([F:16])([F:17])[F:18])([F:19])[F:20])([F:21])[F:22])[CH2:7][O:8][CH2:9]1)([F:23])[F:24])([CH2:25][C:26]([F:27])([F:28])[F:29])[F:30]>>[F:1][C:2]([C:3]([O:4][CH2:5][C:6]([CH2:7][Br:31])([CH2:9][OH:8])[CH2:10][O:11][C:12]([C:13]([CH2:14][C:15]([F:16])([F:17])[F:18])([F:19])[F:20])([F:21])[F:22])([F:23])[F:24])([CH2:25][C:26]([F:27])([F:28])[F:29])[F:30]. The product is CC(C)C1CCC(N(C(=O)Nc2ncc(SCC(=O)O)s2)C2CCCCCC2)CC1. The reactants are CCOC(=O)CSc1cnc(N)s1, CCC1CCC(N(C(=O)Nc2ncc(SCC(=O)O)s2)C2CCCC2)CC1, CC(C)C1CCC(NC2CCCCCC2)CC1. As a reaction SMILES: [CH2:45]([O:46][C:47](=[O:48])[CH2:49][S:50][c:51]1[s:52][c:53]([NH2:54])[n:55][cH:56]1)[CH3:57].[CH:1]1([N:2]([CH:3]2[CH2:4][CH2:5][CH:6]([CH2:20][CH3:21])[CH2:22][CH2:23]2)[C:7]([NH:8][c:9]2[s:10][c:11]([S:14][CH2:15][C:16](=[O:17])[OH:18])[cH:12][n:13]2)=[O:19])[CH2:24][CH2:25][CH2:26][CH2:27]1.[CH:28]1([NH:35][CH:36]2[CH2:37][CH2:38][CH:39]([CH:42]([CH3:43])[CH3:44])[CH2:40][CH2:41]2)[CH2:29][CH2:30][CH2:31][CH2:32][CH2:33][CH2:34]1>>[C:7]([NH:8][c:9]1[s:10][c:11]([S:14][CH2:15][C:16](=[O:17])[OH:18])[cH:12][n:13]1)(=[O:19])[N:35]([CH:28]1[CH2:29][CH2:30][CH2:31][CH2:32][CH2:33][CH2:34]1)[CH:36]1[CH2:37][CH2:38][CH:39]([CH:42]([CH3:43])[CH3:44])[CH2:40][CH2:41]1.